Dataset: the Open Reaction Database (ORD), a public repository of structured organic reaction records. Task: describe an organic reaction: reactants, conditions, products, and yield Starting materials: C(C1=CC=CC=C1)OC(NC=1C=NC(=CC1)C(C(=O)N)(C)C)=O (benzyl(6-(1-amino-2-methyl-1-oxopropan-2-yl)pyridin-3-yl)carbamate). The reagents and catalysts are [C].[Pd] (palladium-carbon). The solvent is C(C)O (ethanol). Run at time 8 hour. Yields the product NC=1C=CC(=NC1)C(C(=O)N)(C)C (2-(5-aminopyridin-2-yl)-2-methylpropanamide). Isolated yield 19.9%. Reaction SMILES: C(OC(=O)[NH:10][C:11]1[CH:12]=[N:13][C:14]([C:17]([CH3:22])([CH3:21])[C:18]([NH2:20])=[O:19])=[CH:15][CH:16]=1)C1C=CC=CC=1>C(O)C.[C].[Pd]>[NH2:10][C:11]1[CH:16]=[CH:15][C:14]([C:17]([CH3:22])([CH3:21])[C:18]([NH2:20])=[O:19])=[N:13][CH:12]=1 |f:2.3|. Procedure: To a solution of the crude benzyl(6-(1-amino-2-methyl-1-oxopropan-2-yl)pyridin-3-yl)carbamate (880 mg) obtained in Step E of Example 153 in ethanol (30 mL) was added 10% palladium-carbon (90 mg), and the mixture was stirred overnight at room temperature under hydrogen atmosphere (at normal pressures). The palladium-carbon was removed by filtration through Celite, the solvent was evaporated under reduced pressure, and the residue was purified by silica gel column chromatography (ethyl acetate/met... Starting materials: NCCCC1(C(N)=O)c2ccccc2-c2ccccc21, CC(=O)OC(C)=O, CCOC(C)=O, O=CO, O. Yields the product NC(=O)C1(CCCNC=O)c2ccccc2-c2ccccc21. Reaction SMILES: [C:1]([NH2:2])(=[O:3])[C:4]1([CH2:17][CH2:18][CH2:19][NH2:20])[c:5]2[cH:6][cH:7][cH:8][cH:9][c:10]2-[c:11]2[cH:12][cH:13][cH:14][cH:15][c:16]21.[CH3:21][C:22](=[O:23])[O:24][C:25](=[O:26])[CH3:27].[CH3:29][CH2:30][O:31][C:32](=[O:33])[CH3:34].[CH:35]([OH:36])=[O:37].[OH2:28]>>[C:1]([NH2:2])(=[O:3])[C:4]1([CH2:17][CH2:18][CH2:19][NH:20][CH:22]=[O:23])[c:5]2[cH:6][cH:7][cH:8][cH:9][c:10]2-[c:11]2[cH:12][cH:13][cH:14][cH:15][c:16]21. The reactants are aqueous solution, COC(=O)[C@@H]1[C@@H](C(N1)=O)N (cis-3-amino-2-oxoazetidine-4-carboxylic acid methyl ester), C(O)([O-])=O.[Na+] (sodium hydrogen carbonate), ClCC(=O)NC=1SC=C(N1)C(C(=O)Cl)=NOC (2-(2-chloroacetamido-4-thiazolyl)-2-methoxyiminoacetyl chloride), O (Water). Run in O1CCCC1 (tetrahydrofuran). Yields the product COC(=O)[C@@H]1[C@@H](C(N1)=O)NC(C(=NOC)C=1N=C(SC1)NC(CCl)=O)=O (cis-3-[2-(2-chloroacetamido-4-thiazolyl)-2-methoxyiminoacetamido]-2-oxoazetidine-4-carboylic acid methyl ester). Reaction SMILES: [CH3:1][O:2][C:3]([C@H:5]1[NH:8][C:7](=[O:9])[C@H:6]1[NH2:10])=[O:4].C(=O)([O-])O.[Na+].[Cl:16][CH2:17][C:18]([NH:20][C:21]1[S:22][CH:23]=[C:24]([C:26](=[N:30][O:31][CH3:32])[C:27](Cl)=[O:28])[N:25]=1)=[O:19].O>O1CCCC1>[CH3:1][O:2][C:3]([C@H:5]1[NH:8][C:7](=[O:9])[C@H:6]1[NH:10][C:27](=[O:28])[C:26]([C:24]1[N:25]=[C:21]([NH:20][C:18](=[O:19])[CH2:17][Cl:16])[S:22][CH:23]=1)=[N:30][O:31][CH3:32])=[O:4] |f:1.2|. Procedure details: Under ice-cooling and stirring, 6 ml of an aqueous solution containing 288 mg of cis-3-amino-2-oxoazetidine-4-carboxylic acid methyl ester and 561 mg of sodium hydrogen carbonate is added to a suspension of 1.18 g of 2-(2-chloroacetamido-4-thiazolyl)-2-methoxyiminoacetyl chloride (syn isomer) in 10 ml of tetrahydrofuran. After the mixture is stirred for 2 hours at room temperature, the solvent is distilled off in vacuo to leave a residue, which solidifies. Water is added to the solid, followed b... Reactants: CCOC(=O)CC(C)=O, Cc1ccc2c(c1)CCCN2, Cc1ccccc1C, c1ccncc1. Product: CC(=O)CC(=O)N1CCCc2cc(C)ccc21. RXN SMILES: [C:12]([CH2:13][C:14](=[O:15])[CH3:16])(=[O:17])[O:18][CH2:19][CH3:20].[CH3:1][c:2]1[cH:3][c:4]2[c:9]([cH:10][cH:11]1)[NH:8][CH2:7][CH2:6][CH2:5]2.[c:27]1([CH3:28])[c:29]([CH3:30])[cH:31][cH:32][cH:33][cH:34]1.[cH:21]1[cH:22][cH:23][n:24][cH:25][cH:26]1>>[CH3:1][c:2]1[cH:3][c:4]2[c:9]([cH:10][cH:11]1)[N:8]([C:12]([CH2:13][C:14](=[O:15])[CH3:16])=[O:17])[CH2:7][CH2:6][CH2:5]2. Reactants: CC([C@H](C(=O)OC)N1C(C2=CC=C(C=C2C1)C1=CC=C(C=C1)NC(=O)NC1=CC(=CC=C1)C(F)(F)F)=O)C ((R)-Methyl 3-methyl-2-(1-oxo-5-(4-(3-(3-(trifluoromethyl)phenyl)ureido)phenyl)isoindolin-2-yl)butanoate), BrC=1C=C2CN(C(C2=CC1)=O)CCC(=O)OCC (Ethyl 3-(5-bromo-1-oxoisoindolin-2-yl)propanoate), CC1(OB(OC1(C)C)C1=CC=C(C=C1)NC(=O)NC1=CC(=CC=C1)C(F)(F)F)C (1-(4-(4,4,5,5-Tetramethyl-1,3,2-dioxaborolan-2-yl)phenyl)-3-(3-(trifluoro methyl)phenyl)urea). Reagents/catalysts: C1=CC=C(C=C1)P([C-]2C=CC=C2)C3=CC=CC=C3.C1=CC=C(C=C1)P([C-]2C=CC=C2)C3=CC=CC=C3.Cl[Pd]Cl.[Fe+2] (Pd(dppf)Cl2). The solvent is C(Cl)Cl (CH2Cl2). Product: O=C1N(CC2=CC(=CC=C12)C1=CC=C(C=C1)NC(=O)NC1=CC(=CC=C1)C(F)(F)F)CCC(=O)OCC (Ethyl 3-(1-oxo-5-(4-(3-(3-(trifluoromethyl)phenyl)ureido)phenyl)isoindolin-2-yl)propanoate). RXN SMILES: CC(C)[C@@H]([N:8]1[CH2:16][C:15]2[C:10](=[CH:11][CH:12]=[C:13]([C:17]3[CH:22]=[CH:21][C:20]([NH:23][C:24]([NH:26][C:27]4[CH:32]=[CH:31][CH:30]=[C:29]([C:33]([F:36])([F:35])[F:34])[CH:28]=4)=[O:25])=[CH:19][CH:18]=3)[CH:14]=2)[C:9]1=[O:37])C(OC)=O.BrC1C=C2C(=CC=1)C(=O)N([CH2:50][CH2:51][C:52]([O:54][CH2:55][CH3:56])=[O:53])C2.CC1(C)C(C)(C)OB(C2C=CC(NC(NC3C=CC=C(C(F)(F)F)C=3)=O)=CC=2)O1>C1C=CC(P(C2C=CC=CC=2)[C-]2C=CC=C2)=CC=1.C1C=CC(P(C2C=CC=CC=2)[C-]2C=CC=C2)=CC=1.Cl[Pd]Cl.[Fe+2].C(Cl)Cl>[O:37]=[C:9]1[C:10]2[C:15](=[CH:14][C:13]([C:17]3[CH:22]=[CH:21][C:20]([NH:23][C:24]([NH:26][C:27]4[CH:32]=[CH:31][CH:30]=[C:29]([C:33]([F:34])([F:35])[F:36])[CH:28]=4)=[O:25])=[CH:19][CH:18]=3)=[CH:12][CH:11]=2)[CH2:16][N:8]1[CH2:50][CH2:51][C:52]([O:54][CH2:55][CH3:56])=[O:53] |f:3.4.5.6|. Reported procedure: The compound of example 378 was prepared analogous to compound of example 360 by reaction of the compound of example 377, compound of example 357 and Pd(dppf)Cl2: CH2Cl2. Reactants: C[Si](C)(C)C#C (trimethylsilyl acetylene), BrC=1OC=CC1 (2-bromofuran), C(C)(C)NC(C)C (diisopropylamine), C1CCOC1 (THF). Reagents/catalysts: Cl[Pd]([P](C1=CC=CC=C1)(C2=CC=CC=C2)C3=CC=CC=C3)([P](C4=CC=CC=C4)(C5=CC=CC=C5)C6=CC=CC=C6)Cl (Pd(PPh3)2Cl2), [Cu]I (CuI). The solvent is O (water). Reaction conditions: time 16 hour. Yields the product O1C(=CC=C1)C#C[Si](C)(C)C ((furan-2-ylethynyl)trimethylsilane). Isolated yield 35.6%. As a reaction SMILES: Br[C:2]1[O:3][CH:4]=[CH:5][CH:6]=1.C(NC(C)C)(C)C.C1COCC1.[CH3:19][Si:20]([C:23]#[CH:24])([CH3:22])[CH3:21]>Cl[Pd](Cl)([P](C1C=CC=CC=1)(C1C=CC=CC=1)C1C=CC=CC=1)[P](C1C=CC=CC=1)(C1C=CC=CC=1)C1C=CC=CC=1.[Cu]I.O>[O:3]1[CH:4]=[CH:5][CH:6]=[C:2]1[C:24]#[C:23][Si:20]([CH3:22])([CH3:21])[CH3:19] |^1:27,46|. Reported procedure: A mixture of 2-bromofuran (500 mg, 3.402 mmol), Pd(PPh3)2Cl2 (75.69 mg, 0.10784 mmol), CuI (40.17 mg, 0.2109 mmol) and diisopropylamine (0.89 ml, 6.395 mmol) in tetrahydrofuaran (THF) (4 ml) was degassed thoroughly with argon, and trimethylsilyl acetylene (0.648 ml, 4.694 mmol) was added at room temperature. After stirring the reaction mixture for 16 hours at room temperature, it was poured into water and extracted with dichloromethane. The combined organic layers were washed with brine and drie...